Dataset: the Open Reaction Database (ORD), a public repository of structured organic reaction records. Task: describe an organic reaction: reactants, conditions, products, and yield The reactants are CCO, COc1ccc(C=CC(=O)O)cc1C(F)(F)F, C1CCOC1. The product is COc1ccc(CCC(=O)O)cc1C(F)(F)F. Reaction SMILES: [CH3:18][CH2:19][OH:20].[CH3:1][O:2][c:3]1[c:4]([C:14]([F:15])([F:16])[F:17])[cH:5][c:6]([CH:9]=[CH:10][C:11](=[O:12])[OH:13])[cH:7][cH:8]1.[O:21]1[CH2:22][CH2:23][CH2:24][CH2:25]1>>[CH3:1][O:2][c:3]1[c:4]([C:14]([F:15])([F:16])[F:17])[cH:5][c:6]([CH2:9][CH2:10][C:11](=[O:12])[OH:13])[cH:7][cH:8]1. Starting materials: CC(=O)OC1CSC(Oc2ccc(I)cc2)C(OC(C)=O)C1OC(C)=O, OB(O)c1ccco1. The product is CC(=O)OC1CSC(Oc2ccc(-c3ccco3)cc2)C(OC(C)=O)C1OC(C)=O. RXN SMILES: [C:1]([CH3:2])(=[O:3])[O:4][CH:5]1[CH:6]([O:7][c:8]2[cH:9][cH:10][c:11]([I:14])[cH:12][cH:13]2)[S:15][CH2:16][CH:17]([O:23][C:24]([CH3:25])=[O:26])[CH:18]1[O:19][C:20]([CH3:21])=[O:22].[o:27]1[c:28]([B:32]([OH:33])[OH:34])[cH:29][cH:30][cH:31]1>>[C:1]([CH3:2])(=[O:3])[O:4][CH:5]1[CH:6]([O:7][c:8]2[cH:9][cH:10][c:11](-[c:28]3[o:27][cH:31][cH:30][cH:29]3)[cH:12][cH:13]2)[S:15][CH2:16][CH:17]([O:23][C:24]([CH3:25])=[O:26])[CH:18]1[O:19][C:20]([CH3:21])=[O:22]. Reactants: COC(C1=CC(=C(C=C1)OC)C=O)=O (3-Formyl-4-methoxybenzoic acid methyl ester), C(C1=CC=CC=C1)OC=1C=C2C(CCOC2=CC1)=O (6-benzyloxychroman-4-one), N1CCCC1 (pyrrolidine). Solvent: CO (CH3OH). Reaction conditions: time 20 hour. Product: 33.93, COC(C1=CC(=C(C=C1)OC)C=C1COC2=CC=C(C=C2C1=O)OCC1=CC=CC=C1)=O (3-(6-Benzyloxy-4-oxochroman-3-ylidenemethyl)-4-methoxybenzoic acid methyl ester). Yield: 80.0%. Reaction SMILES: [CH3:1][O:2][C:3](=[O:14])[C:4]1[CH:9]=[CH:8][C:7]([O:10][CH3:11])=[C:6]([CH:12]=O)[CH:5]=1.[CH2:15]([O:22][C:23]1[CH:24]=[C:25]2[C:30](=[CH:31][CH:32]=1)[O:29][CH2:28][CH2:27][C:26]2=[O:33])[C:16]1[CH:21]=[CH:20][CH:19]=[CH:18][CH:17]=1.N1CCCC1>CO>[CH3:1][O:2][C:3](=[O:14])[C:4]1[CH:9]=[CH:8][C:7]([O:10][CH3:11])=[C:6]([CH:12]=[C:27]2[C:26](=[O:33])[C:25]3[C:30](=[CH:31][CH:32]=[C:23]([O:22][CH2:15][C:16]4[CH:21]=[CH:20][CH:19]=[CH:18][CH:17]=4)[CH:24]=3)[O:29][CH2:28]2)[CH:5]=1. Reported procedure: 19.1 g (98.3 mmol) of 3-formyl-4-methoxybenzoic acid methyl ester (from Example 37) were added to a room temperature suspension of 25.0 g (98.3 mmol) of 6-benzyloxychroman-4-one and 8.21 mL (98.3 mmol) of pyrrolidine in 350 mL CH3OH. After stirring 20 hours at room temperature, the reaction mixture was filtered, washed two times with CH3OH and the precipitate dried under vacuum to give 33.93 of the title product as a yellow powder. Mp: 167°-169° C. 80% yield. 1H NMR (300 m Hz, CDCl3): δ3.93 (s, ...